From a dataset of the Open Reaction Database (ORD), a public repository of structured organic reaction records. describe an organic reaction: reactants, conditions, products, and yield The reactants are COC(=O)c1ccc2c(c1)S(=O)(=O)c1ccc(C(C)=O)cc1CC2, CN(C)[Al](C)C, Cc1ccccc1. The product is CC(=O)c1ccc2c(c1)CCc1ccc(C(=O)N(C)C)cc1S2(=O)=O. RXN SMILES: [C:1]([CH3:2])(=[O:3])[c:4]1[cH:5][c:6]2[c:7]([cH:23][cH:24]1)[S:8](=[O:21])(=[O:22])[c:9]1[c:10]([cH:13][cH:14][c:15]([C:17](=[O:18])[O:19][CH3:20])[cH:16]1)[CH2:11][CH2:12]2.[CH3:25][N:26]([CH3:27])[Al:28]([CH3:29])[CH3:30].[CH3:31][c:32]1[cH:33][cH:34][cH:35][cH:36][cH:37]1>>[C:1]([CH3:2])(=[O:3])[c:4]1[cH:5][c:6]2[c:7]([cH:23][cH:24]1)[S:8](=[O:21])(=[O:22])[c:9]1[c:10]([cH:13][cH:14][c:15]([C:17](=[O:18])[N:26]([CH3:25])[CH3:27])[cH:16]1)[CH2:11][CH2:12]2. Reactants: C(C1=CC=CC=C1)OC1=C(C(=CC=C1)[N+](=O)[O-])S[C@H]([C@H](C(=O)OC)O)C1=CC=C(C=C1)OC ((+/−)-(2S,3S)-methyl 3-(2-(benzyloxy)-6-nitrophenylthio)-2-hydroxy-3-(4-methoxyphenyl)propanoate), O.O.[Sn](Cl)Cl (tin(II) chloride dihydrate), O (Water), C(=O)(O)[O-].[Na+] (NaHCO3). Solvent: C(C)(=O)OCC (ethyl acetate), C(C)(=O)OCC (ethyl acetate). Reaction conditions: temperature 22 celsius, time 3.5 hour. The product is NC1=C(C(=CC=C1)OCC1=CC=CC=C1)S[C@H]([C@H](C(=O)OC)O)C1=CC=C(C=C1)OC ((+/−)-(2S,3S)-methyl 3-(2-amino-6-(benzyloxy)phenylthio)-2-hydroxy-3-(4-methoxyphenyl)propanoate). RXN SMILES: [CH2:1]([O:8][C:9]1[CH:14]=[CH:13][CH:12]=[C:11]([N+:15]([O-])=O)[C:10]=1[S:18][C@@H:19]([C:26]1[CH:31]=[CH:30][C:29]([O:32][CH3:33])=[CH:28][CH:27]=1)[C@@H:20]([OH:25])[C:21]([O:23][CH3:24])=[O:22])[C:2]1[CH:7]=[CH:6][CH:5]=[CH:4][CH:3]=1.O.O.[Sn](Cl)Cl.O.C([O-])(O)=O.[Na+]>C(OCC)(=O)C>[NH2:15][C:11]1[CH:12]=[CH:13][CH:14]=[C:9]([O:8][CH2:1][C:2]2[CH:3]=[CH:4][CH:5]=[CH:6][CH:7]=2)[C:10]=1[S:18][C@@H:19]([C:26]1[CH:31]=[CH:30][C:29]([O:32][CH3:33])=[CH:28][CH:27]=1)[C@@H:20]([OH:25])[C:21]([O:23][CH3:24])=[O:22] |f:1.2.3,5.6|. Procedure: To 3.91 g (8.34 mmol) of (+/−)-(2S,3S)-methyl 3-(2-(benzyloxy)-6-nitrophenylthio)-2-hydroxy-3-(4-methoxyphenyl)propanoate in 45 mL of ethyl acetate was added 11.3 g (5.00 mmol) of tin(II) chloride dihydrate, and the solution was stirred at 22° C. for 3.5 hours. Water, NaHCO3, and ethyl acetate were added, and the mixture was stirred at 22° C. for 1.5 hours. The stirring was stopped, and the mixture left to stand for 16 hours. The organic layer was partially separated from the aqueous layer, and ...